Dataset: the Open Reaction Database (ORD), a public repository of structured organic reaction records. Task: describe an organic reaction: reactants, conditions, products, and yield As a reaction SMILES: [C:12](=[O:13])([O-:14])[O-:15].[CH3:10][I:11].[CH3:18][C:19]#[N:20].[F:1][c:2]1[cH:3][cH:4][c:5]([OH:9])[c:6]([I:8])[n:7]1.[K+:16].[K+:17]>>[F:1][c:2]1[cH:3][cH:4][c:5]([O:9][CH3:12])[c:6]([I:8])[n:7]1. Starting materials: O=C([O-])[O-], CI, CC#N, Oc1ccc(F)nc1I, [K+], [K+]. The product is COc1ccc(F)nc1I. Starting materials: C(C1=CC=CC=C1)N1CC2CC(C(C1)C2)O (3-benzyl-3-aza-bicyclo[3.2.1]octan-6-ol), C[N+]1(CCOCC1)[O-] (N-methyl morpholine N-oxide). The reagents and catalysts are [Ru](=O)(=O)(=O)[O-].C(CC)[N+](CCC)(CCC)CCC (TPAP). Solvent: ClCCl (dichloromethane). Run at temperature 0 celsius, time 30 minute. The product is C(C1=CC=CC=C1)N1CC2CC(C(C1)C2)=O (3-Benzyl-3-aza-bicyclo[3.2.1]octan-6-one). The yield is 96.3%. As a reaction SMILES: [CH2:1]([N:8]1[CH2:14][CH:13]2[CH2:15][CH:10]([CH2:11][CH:12]2[OH:16])[CH2:9]1)[C:2]1[CH:7]=[CH:6][CH:5]=[CH:4][CH:3]=1.C[N+]1([O-])CCOCC1>ClCCl.[Ru]([O-])(=O)(=O)=O.C([N+](CCC)(CCC)CCC)CC>[CH2:1]([N:8]1[CH2:14][CH:13]2[CH2:15][CH:10]([CH2:11][C:12]2=[O:16])[CH2:9]1)[C:2]1[CH:3]=[CH:4][CH:5]=[CH:6][CH:7]=1 |f:3.4|. Procedure: A solution of 3-benzyl-3-aza-bicyclo[3.2.1]octan-6-ol (8 mmol) in anhydrous dichloromethane at 0° C. under nitrogen was treated with of N-methyl morpholine N-oxide (12 mmol), 1 weight equivalent of oven dried 4 angstrom sieves and TPAP (tetrapropylammonium perruthenate) (0.2 mmol). The reaction mixture was stirred for 30 min. at 0° C. then allowed to warm to room temperature with stirring for an additional 1 h. The reaction was filtered through a plug of silica gel and eluted with ethyl acetate ... The reactants are NC(=O)C1=C(CCC(C1)(C1=CC(=C(C=C1)OC)OCC1CC1)C#N)OCOC (2-aminocarbonyl-4-cyano-4-(3-cyclopropylmethoxy-4-methoxyphenyl)-1-(methoxymethyloxy)cyclohex-1-ene). The reagents and catalysts are C(C)(=O)O (acetic acid). Yields the product NC(=O)C1C(CCC(C1)(C1=CC(=C(C=C1)OC)OCC1CC1)C#N)=O (2-Aminocarbonyl-4-cyano-4-(3-cyclopropylmethoxy-4-methoxyphenyl)cyclohexan-1-one). The yield is 35.9%. RXN SMILES: [NH2:1][C:2]([C:4]1[CH2:9][C:8]([C:23]#[N:24])([C:10]2[CH:15]=[CH:14][C:13]([O:16][CH3:17])=[C:12]([O:18][CH2:19][CH:20]3[CH2:22][CH2:21]3)[CH:11]=2)[CH2:7][CH2:6][C:5]=1[O:25]COC)=[O:3]>C(O)(=O)C>[NH2:1][C:2]([CH:4]1[CH2:9][C:8]([C:23]#[N:24])([C:10]2[CH:15]=[CH:14][C:13]([O:16][CH3:17])=[C:12]([O:18][CH2:19][CH:20]3[CH2:21][CH2:22]3)[CH:11]=2)[CH2:7][CH2:6][C:5]1=[O:25])=[O:3]. Reported procedure: A solution of 2-aminocarbonyl-4-cyano-4-(3-cyclopropylmethoxy-4-methoxyphenyl)-1-(methoxymethyloxy)cyclohex-1-ene (0.22 g, 0.57 mmol) in 50% aqueous acetic acid (12 mL, containing 9 drops concentrated sulfuric acid per 30 mL) was heated at 75° C. under an argon atmosphere for 2 h. The mixture was cooled, was partitioned between methylene chloride and water, was extracted twice, the organic layer was dried (potassium carbonate)and the solvent was removed in vacuo. Purification by flash chromatogr... Starting materials: C(C=C)ON(S(=O)(=O)C1=C(C=CC=C1)[N+](=O)[O-])C1C(=C[C@H](N(C1)C(=O)OC(C)(C)C)CO[Si](C)(C)C(C)(C)C)CC(=O)N ((2S)-tert-butyl 5-(N-(allyloxy)-2-nitrophenylsulfonamido)-4-(2-amino-2-oxoethyl)-2-(((tert-butyldimethylsilyl)oxy)methyl)-5,6-dihydropyridine-1(2H)-carboxylate), C(C=C)ON(S(=O)(=O)C1=C(C=CC=C1)[N+](=O)[O-])C1C(=C[C@H](N(C1)C(=O)OC(C)(C)C)CO[Si](C)(C)C(C)(C)C)CC(=O)N ((2S)-tert-butyl 5-(N-(allyloxy)-2-nitrophenylsulfonamido)-4-(2-amino-2-oxoethyl)-2-(((tert-butyldimethylsilyl)oxy)methyl)-5,6-dihydropyridine-1(2H)-carboxylate), C(C=C)ON(S(=O)(=O)C1=C(C=CC=C1)[N+](=O)[O-])[C@@H]1C(=C[C@H](N(C1)C(=O)OC(C)(C)C)CO)C ((2S,5R)-tert-butyl 5-(N-(allyloxy)-2-nitrophenylsulfonamido)-2-(hydroxymethyl)-4-methyl-5,6-dihydropyridine-1(2H)-carboxylate). The product is C(C=C)ON(S(=O)(=O)C1=C(C=CC=C1)[N+](=O)[O-])C1C(=C[C@H](N(C1)C(=O)OC(C)(C)C)CO)CC(=O)N ((2S)-tert-butyl 5-(N-(allyloxy)-2-nitrophenylsulfonamido)-4-(2-amino-2-oxoethyl)-2-(hydroxymethyl)-5,6-dihydropyridine-1(2H)-carboxylate). RXN SMILES: [CH2:1]([O:4][N:5]([CH:18]1[CH2:23][N:22]([C:24]([O:26][C:27]([CH3:30])([CH3:29])[CH3:28])=[O:25])[C@H:21]([CH2:31][O:32][Si](C(C)(C)C)(C)C)[CH:20]=[C:19]1[CH2:40][C:41]([NH2:43])=[O:42])[S:6]([C:9]1[CH:14]=[CH:13][CH:12]=[CH:11][C:10]=1[N+:15]([O-:17])=[O:16])(=[O:8])=[O:7])[CH:2]=[CH2:3].C(ON([C@H]1CN(C(OC(C)(C)C)=O)[C@H](CO)C=C1C)S(C1C=CC=CC=1[N+]([O-])=O)(=O)=O)C=C>>[CH2:1]([O:4][N:5]([CH:18]1[CH2:23][N:22]([C:24]([O:26][C:27]([CH3:29])([CH3:30])[CH3:28])=[O:25])[C@H:21]([CH2:31][OH:32])[CH:20]=[C:19]1[CH2:40][C:41]([NH2:43])=[O:42])[S:6]([C:9]1[CH:14]=[CH:13][CH:12]=[CH:11][C:10]=1[N+:15]([O-:17])=[O:16])(=[O:7])=[O:8])[CH:2]=[CH2:3]. Procedure details: The title compound was prepared from (2S)-tert-butyl 5-(N-(allyloxy)-2-nitrophenylsulfonamido)-4-(2-amino-2-oxoethyl)-2-(((tert-butyldimethylsilyl)oxy)methyl)-5,6-dihydropyridine-1(2H)-carboxylate (Intermediate 173, crude, 5.78 mmol) following the procedure described for Intermediate 18. Silica column eluting with 0-100% ethyl acetate/hexanes gave a pale yellow solid. 2.61 g, 86%. RXN SMILES: [Cl:1][C:2]1[C:7]([F:8])=[CH:6][CH:5]=[C:4]([O:9][CH3:10])[C:3]=1[C@H:11]([C:13]1[C:21]2[C:16](=[N:17][CH:18]=[C:19]([C:22]3[CH:23]=[N:24][N:25]([CH:28]4[CH2:33][CH2:32][C:31](=O)[CH2:30][CH2:29]4)[C:26]=3[CH3:27])[CH:20]=2)[NH:15][CH:14]=1)[CH3:12].[C:35]([N:38]1[CH2:43][CH2:42][NH:41][CH2:40][CH2:39]1)(=[O:37])[CH3:36].C(O[BH-](OC(=O)C)OC(=O)C)(=O)C.[Na+].ClCCCl>>[Cl:1][C:2]1[C:7]([F:8])=[CH:6][CH:5]=[C:4]([O:9][CH3:10])[C:3]=1[C@H:11]([C:13]1[C:21]2[C:16](=[N:17][CH:18]=[C:19]([C:22]3[CH:23]=[N:24][N:25]([C@@H:28]4[CH2:33][CH2:32][C@H:31]([N:41]5[CH2:42][CH2:43][N:38]([C:35](=[O:37])[CH3:36])[CH2:39][CH2:40]5)[CH2:30][CH2:29]4)[C:26]=3[CH3:27])[CH:20]=2)[NH:15][CH:14]=1)[CH3:12] |f:2.3|. Procedure details: A mixture of 4-(4-{3-[(1S)-1-(2-chloro-3-fluoro-6-methoxyphenyl)ethyl]-1H-pyrrolo[2,3-b]pyridin-5-yl}-5-methyl-1H-pyrazol-1-yl)cyclohexanone (12.0 mg, 0.0250 mmol), 1-acetylpiperazine (31.98 mg, 0.2495 mmol), sodium triacetoxyborohydride (10.58 mg, 0.04990 mmol) and 1,2-dichloroethane (3 mL, 40 mmol) was heated to 60° C. in a sealed tube for 6 h. The solution was extracted with DCM and sat. NaHCO3, and the organic layer was loaded onto silica gel for column chromatography, eluting with 3-7% (7N ... Reaction conditions: temperature 60 celsius. The reactants are ClC1=C(C(=CC=C1F)OC)[C@@H](C)C1=CNC2=NC=C(C=C21)C=2C=NN(C2C)C2CCC(CC2)=O (4-(4-{3-[(1S)-1-(2-chloro-3-fluoro-6-methoxyphenyl)ethyl]-1H-pyrrolo[2,3-b]pyridin-5-yl}-5-methyl-1H-pyrazol-1-yl)cyclohexanone), C(C)(=O)N1CCNCC1 (1-acetylpiperazine), C(C)(=O)O[BH-](OC(C)=O)OC(C)=O.[Na+] (sodium triacetoxyborohydride), ClCCCl (1,2-dichloroethane). The product is ClC1=C(C(=CC=C1F)OC)[C@@H](C)C1=CNC2=NC=C(C=C21)C=2C=NN(C2C)[C@H]2CC[C@H](CC2)N2CCN(CC2)C(C)=O (1-{4-[cis-4-(4-{3-[(1S)-1-(2-Chloro-3-fluoro-6-methoxyphenyl)ethyl]-1H-pyrrolo[2,3-b]pyridin-5-yl}-5-methyl-1H-pyrazol-1-yl)cyclohexyl]piperazin-1-yl}ethanone). Run in CC(C)O (isopropyl alcohol), CC(C)O (isopropylalcohol). Reaction SMILES: CC1=CC=C(N)N=C1.[C-]#[N+]C1CCCCC1.O=CC1=CC=CN1CC1=CC=CO1>>CC1=CN2C(C=C1)=NC(C1=CC=CN1CC1=CC=CO1)=C2NC1CCCCC1. Product: Cc1ccc2nc(c3cccn3Cc3ccco3)c(NC3CCCCC3)n2c1. The reagents and catalysts are O=C(O)C(F)(F)F (trifluoroacetic acid). Reaction conditions: temperature 22 celsius, time 20 hour. The yield is 0.0%. Reactants: C(c1ccco1)n1cccc1C=O, CC1=CN=C(C=C1)N, [C-]#[N+]C1CCCCC1.